This data is from the Open Reaction Database (ORD), a public repository of structured organic reaction records. The task is: describe an organic reaction: reactants, conditions, products, and yield The reactants are BrC=1C=C(C(=C2C=CN(C12)S(=O)(=O)C1=CC=C(C)C=C1)C#CBr)C (7-bromo-4-(bromoethynyl)-5-methyl-1-tosyl-1H-indole), NC=1C=C(C#N)C=CC1N (3,4-diaminobenzonitrile), C1CN2CCN1CC2 (DABCO), [OH-].[K+] (KOH), C(CC(C)C)N (isoamylamine). The solvent is CN1CCCC1=O (NMP). Reaction conditions: temperature 100 celsius, time 8 hour. The product is BrC=1C=C(C(=C2C=CNC12)CC1=NC2=C(N1)C=CC(=C2)C#N)C (2-((7-Bromo-5-methyl-1H-indol-4-yl)methyl)-1H-benzo[d]imidazole-5-carbonitrile). Reaction SMILES: [Br:1][C:2]1[CH:3]=[C:4]([CH3:24])[C:5]([C:21]#[C:22]Br)=[C:6]2[C:10]=1[N:9](S(C1C=CC(C)=CC=1)(=O)=O)[CH:8]=[CH:7]2.[NH2:25][C:26]1[CH:27]=[C:28]([CH:31]=[CH:32][C:33]=1[NH2:34])[C:29]#[N:30].C1N2CCN(CC2)C1.[OH-].[K+].C(N)CC(C)C>CN1C(=O)CCC1>[Br:1][C:2]1[CH:3]=[C:4]([CH3:24])[C:5]([CH2:21][C:22]2[NH:34][C:33]3[CH:32]=[CH:31][C:28]([C:29]#[N:30])=[CH:27][C:26]=3[N:25]=2)=[C:6]2[C:10]=1[NH:9][CH:8]=[CH:7]2 |f:3.4|. Reported procedure: A solution of 7-bromo-4-(bromoethynyl)-5-methyl-1-tosyl-1H-indole (35 mg, 0.075 mmol) and 3,4-diaminobenzonitrile (14.96 mg, 0.112 mmol) and DABCO (10.08 mg, 0.090 mmol) in NMP (0.3 mL) was stirred at 100° C. After stirring overnight the reaction mixture was loaded onto silica gel and was purified by flash chromatography (0-100% EtOAc in heptanes). The resulting residue was dissolved in EtOH (1.1 mL), KOH (51.8 mg, 0.924 mmol) and isoamylamine (0.21 mL, 1.85 mmol) were added, and the mixture was... Starting materials: N(=NC(=O)OC(C)(C)C)C(=O)OC(C)(C)C (Di-tert-butyl azodicarboxylate), C1(=CC=CC=C1)P(C1=CC=CC=C1)C1=CC=CC=C1 (triphenylphosphine), OCCNC(OC(C)(C)C)=O (tert-butyl N-(2-hydroxyethyl)carbamate), [Si](C)(C)(C(C)(C)C)OC1=CC(=NN1)C(=O)OCC (ethyl 5-{[tert-butyl(dimethyl)silyl]oxy}-1H-pyrazole-3-carboxylate). Run in C1CCOC1 (THF). Run at temperature 80 celsius, time 16 hour. Yields the product C(C)(C)(C)OC(=O)NCCN1N=C(C=C1C(=O)OCC)O[Si](C)(C)C(C)(C)C (ethyl 1-{2-[(tert-butoxycarbonyl)amino]ethyl}-3-{[tert-butyl(dimethyl)silyl]oxy}-1H-pyrazole-5-carboxylate). The yield is 94.3%. RXN SMILES: N(C(OC(C)(C)C)=O)=NC(OC(C)(C)C)=O.C1(P(C2C=CC=CC=2)C2C=CC=CC=2)C=CC=CC=1.O[CH2:37][CH2:38][NH:39][C:40](=[O:46])[O:41][C:42]([CH3:45])([CH3:44])[CH3:43].[Si:47]([O:54][C:55]1[NH:59][N:58]=[C:57]([C:60]([O:62][CH2:63][CH3:64])=[O:61])[CH:56]=1)([C:50]([CH3:53])([CH3:52])[CH3:51])([CH3:49])[CH3:48]>C1COCC1>[C:42]([O:41][C:40]([NH:39][CH2:38][CH2:37][N:58]1[C:57]([C:60]([O:62][CH2:63][CH3:64])=[O:61])=[CH:56][C:55]([O:54][Si:47]([C:50]([CH3:51])([CH3:53])[CH3:52])([CH3:49])[CH3:48])=[N:59]1)=[O:46])([CH3:45])([CH3:44])[CH3:43]. Procedure details: Di-tert-butyl azodicarboxylate (1.07 g, 4.66 mmol) was added to a stirred solution of triphenylphosphine (1.22 g, 4.66 mmol), tert-butyl N-(2-hydroxyethyl)carbamate (0.8 mL, 5.18 mmol) and ethyl 5-{[tert-butyl(dimethyl)silyl]oxy}-1H-pyrazole-3-carboxylate (0.7 g, 2.59 mmol) in THF (22 mL). The mixture was stirred at 80° C. for 16 hours and the solvents evaporated in vacuo. The crude product was purified by flash column chromatography (silica; AcOEt in heptane 0/100 to 30/70). The desired fractio... As a reaction SMILES: [F:1][C:2]([c:3]1[cH:4][cH:5][cH:6][c:7]2[cH:8][cH:9][c:10](=[O:13])[nH:11][c:12]12)([F:14])[F:15].[P:16]([Cl:17])([Cl:18])([Cl:19])=[O:20]>>[F:1][C:2]([c:3]1[cH:4][cH:5][cH:6][c:7]2[cH:8][cH:9][c:10]([Cl:18])[n:11][c:12]12)([F:14])[F:15]. The reactants are O=c1ccc2cccc(C(F)(F)F)c2[nH]1, O=P(Cl)(Cl)Cl. The product is FC(F)(F)c1cccc2ccc(Cl)nc12. Solvent: O (water). Procedure: A mixture of 3-bromopyridine (25.10 g), ethanolamine (34.89 g) and cupric sulfate (2.90 g) in water (140 ml) was refluxed for 5 hours under stirring. The reaction mixture was washed with chloroform and the aqueous layer was separated out. To the aqueous solution was added an aqueous solution of potassium carbonate (22 g) and then the mixture was saturated with sodium chloride, and extracted with a mixed solvent of chloroform and ethanol (1:1). The extract was evaporated and the residue was subje... Reactants: BrC=1C=NC=CC1 (3-bromopyridine), C(O)CN (ethanolamine), cupric sulfate. Product: OCCNC=1C=NC=CC1 (3-(2-hydroxyethyl)aminopyridine). The yield is 27.2%. As a reaction SMILES: Br[C:2]1[CH:3]=[N:4][CH:5]=[CH:6][CH:7]=1.[CH2:8]([CH2:10][NH2:11])[OH:9]>O>[OH:9][CH2:8][CH2:10][NH:11][C:2]1[CH:3]=[N:4][CH:5]=[CH:6][CH:7]=1. The reactants are CCO, COc1c(C=O)cc(C(=O)N2CSc3ccccc32)cc1C(F)(F)F, CCOC(OCC)OCC. The product is CCOC(OCC)c1cc(C(=O)N2CSc3ccccc32)cc(C(F)(F)F)c1OC. RXN SMILES: [CH3:36][CH2:37][OH:38].[CH:1](=[O:2])[c:3]1[cH:4][c:5]([C:6](=[O:7])[N:8]2[CH2:9][S:10][c:11]3[c:12]2[cH:13][cH:14][cH:15][cH:16]3)[cH:17][c:18]([C:22]([F:23])([F:24])[F:25])[c:19]1[O:20][CH3:21].[CH:26]([O:27][CH2:28][CH3:29])([O:30][CH2:31][CH3:32])[O:33][CH2:34][CH3:35]>>[c:3]1([CH:26]([O:30][CH2:31][CH3:32])[O:33][CH2:34][CH3:35])[cH:4][c:5]([C:6](=[O:7])[N:8]2[CH2:9][S:10][c:11]3[c:12]2[cH:13][cH:14][cH:15][cH:16]3)[cH:17][c:18]([C:22]([F:23])([F:24])[F:25])[c:19]1[O:20][CH3:21].